From a dataset of the Open Reaction Database (ORD), a public repository of structured organic reaction records. describe an organic reaction: reactants, conditions, products, and yield Starting materials: FC1=CC=C(C=C1)C=1C(=NN(C1)C)C(=O)OCC (ethyl 4-(4-fluorophenyl)-1-methyl-3-pyrazolecarboxylate), [OH-].[Na+] (sodium hydroxide). Run in O (water). Yields the product FC1=CC=C(C=C1)C=1C(=NN(C1)C)C(=O)O (4-(4-fluorophenyl)-1-methyl-3-pyrazolecarboxylic acid). The yield is 90.6%. As a reaction SMILES: [F:1][C:2]1[CH:7]=[CH:6][C:5]([C:8]2[C:9]([C:14]([O:16]CC)=[O:15])=[N:10][N:11]([CH3:13])[CH:12]=2)=[CH:4][CH:3]=1.[OH-].[Na+]>O>[F:1][C:2]1[CH:3]=[CH:4][C:5]([C:8]2[C:9]([C:14]([OH:16])=[O:15])=[N:10][N:11]([CH3:13])[CH:12]=2)=[CH:6][CH:7]=1 |f:1.2|. Procedure: 8.6 g (34.6 mmol) of ethyl 4-(4-fluorophenyl)-1-methyl-3-pyrazolecarboxylate were heated to 70° for 60 minutes with 90 ml of 2N sodium hydroxide solution and 50 ml of water. Conversion into the acid form and recrystallization of the crude product from ethyl acetate/hexane yielded 6.9 g (gO 4%) of 4-(4-fluorophenyl)-1-methyl-3-pyrazolecarboxylic acid as white crystals, melting point 146°-147°. The reactants are [Li]C(C)(C)C, C1CCOC1, CCI, c1ccc2occc2c1. Product: CCc1cc2ccccc2o1. As a reaction SMILES: [C:10]([CH3:11])([Li:12])([CH3:13])[CH3:14].[CH2:18]1[O:19][CH2:20][CH2:21][CH2:22]1.[I:15][CH2:16][CH3:17].[o:1]1[c:2]2[c:3]([cH:4][cH:5]1)[cH:6][cH:7][cH:8][cH:9]2>>[o:1]1[c:2]2[c:3]([cH:4][c:5]1[CH2:10][CH3:11])[cH:6][cH:7][cH:8][cH:9]2. Reactants: N(=[N+]=[N-])C[C@H]1NC[C@@H](C1)SC(C1=CC=CC=C1)(C1=CC=CC=C1)C1=CC=CC=C1 ((2S,4R)-2-azidomethyl-4-tritylsulfanyl-pyrrolidine), C(CCC)N=C=O (butyl isocyanate). Solvent: C1CCOC1 (THF). Conditions: time 45 minute. Yields the product C(CCC)NC(=O)N1[C@@H](C[C@H](C1)SC(C1=CC=CC=C1)(C1=CC=CC=C1)C1=CC=CC=C1)CN=[N+]=[N-] ((2S,4R)-2-azidomethyl-4-tritylsulfanyl-pyrrolidine-1-carboxylic acid butylamide). The yield is 79.5%. Reaction SMILES: [N:1]([CH2:4][C@@H:5]1[CH2:9][C@@H:8]([S:10][C:11]([C:24]2[CH:29]=[CH:28][CH:27]=[CH:26][CH:25]=2)([C:18]2[CH:23]=[CH:22][CH:21]=[CH:20][CH:19]=2)[C:12]2[CH:17]=[CH:16][CH:15]=[CH:14][CH:13]=2)[CH2:7][NH:6]1)=[N+:2]=[N-:3].[CH2:30]([N:34]=[C:35]=[O:36])[CH2:31][CH2:32][CH3:33]>C1COCC1>[CH2:30]([NH:34][C:35]([N:6]1[CH2:7][C@H:8]([S:10][C:11]([C:12]2[CH:17]=[CH:16][CH:15]=[CH:14][CH:13]=2)([C:24]2[CH:29]=[CH:28][CH:27]=[CH:26][CH:25]=2)[C:18]2[CH:19]=[CH:20][CH:21]=[CH:22][CH:23]=2)[CH2:9][C@H:5]1[CH2:4][N:1]=[N+:2]=[N-:3])=[O:36])[CH2:31][CH2:32][CH3:33]. Procedure: 280 mg (0.7 mmol) (2S,4R)-2-azidomethyl-4-tritylsulfanyl-pyrrolidine were treated with 87 μM (0.77 mol, 1.1 eq) butyl isocyanate in 5 ml THF at 0° C., and the solution was stirred at RT for 45 min. The solvent was evaporated, and the residue was purified by flash chromatography yielding 278 mg (80%) (2S,4R)-2-azidomethyl-4-tritylsulfanyl-pyrrolidine-1-carboxylic acid butylamide as white foam. The reactants are [BH-](OC(=O)C)(OC(=O)C)OC(=O)C.[Na+] (NaBH(OAc)3), COC=1C=CC(=CC1)C=O (anisaldehyde), C(C)N (ethylamine), C(C)(=O)O (acetic acid). Solvent: C(Cl)Cl (CH2Cl2), CO (MeOH), ClCCCl (1,2-dichloroethane). Conditions: time 30 minute. The product is C(C)NCC1=CC=C(C=C1)OC (N-Ethyl-4-methoxybenzenemethanamine). Isolated yield 58.9%. RXN SMILES: [CH3:1][O:2][C:3]1[CH:4]=[CH:5][C:6]([CH:9]=O)=[CH:7][CH:8]=1.[CH2:11]([NH2:13])[CH3:12].C(O)(=O)C.[BH-](OC(C)=O)(OC(C)=O)OC(C)=O.[Na+]>ClCCCl.C(Cl)Cl.CO>[CH2:11]([NH:13][CH2:9][C:6]1[CH:5]=[CH:4][C:3]([O:2][CH3:1])=[CH:8][CH:7]=1)[CH3:12] |f:3.4|. Procedure details: To a mixture of anisaldehyde (15.6 g, 115 mmol) and ethylamine (2.0M in THF, 87 mL, 174 mmol) in 1,2-dichloroethane (450 mL) was added glacial acetic acid (10.0 mL, 174 mmol) under nitrogen atmosphere. The reaction mixture was stirred at room temperature for 30 min and then cooled to 0° C. with ice bath. NaBH(OAc)3 (36.9 g, 174 mmol) was added portionwise and the reaction mixture was stirred at room temperature overnight. The mixture was concentrated and the residue was diluted with a basic solu... Reactants: C=CB(OCCCC)OCCCC, C1CCOC1, CC(C)(C)OC(=O)N1CCC(NC(=O)c2cc([N+](=O)[O-])c(F)cc2Cl)CC1, [Na+], [Na+], O=C([O-])[O-], O, Cl[Pd]Cl, c1ccc(P(c2ccccc2)c2ccccc2)cc1, c1ccc(P(c2ccccc2)c2ccccc2)cc1. Yields the product C=Cc1cc(F)c([N+](=O)[O-])cc1C(=O)NC1CCN(C(=O)OC(C)(C)C)CC1. Reaction SMILES: [CH2:28]([CH2:29][CH2:39][CH3:40])[O:30][B:31]([CH:32]=[CH2:33])[O:34][CH2:35][CH2:36][CH2:37][CH3:38].[CH2:47]1[O:48][CH2:49][CH2:50][CH2:51]1.[Cl:1][c:2]1[c:3]([C:4](=[O:5])[NH:6][CH:7]2[CH2:8][CH2:9][N:10]([C:13](=[O:14])[O:15][C:16]([CH3:17])([CH3:18])[CH3:19])[CH2:11][CH2:12]2)[cH:20][c:21]([N+:25](=[O:26])[O-:27])[c:22]([F:24])[cH:23]1.[Na+:41].[Na+:42].[O-:43][C:44](=[O:45])[O-:46].[OH2:52].[Pd:53]([Cl:54])[Cl:55].[c:56]1([P:57]([c:58]2[cH:59][cH:60][cH:61][cH:62][cH:63]2)[c:64]2[cH:65][cH:66][cH:67][cH:68][cH:69]2)[cH:70][cH:71][cH:72][cH:73][cH:74]1.[c:75]1([P:76]([c:77]2[cH:78][cH:79][cH:80][cH:81][cH:82]2)[c:83]2[cH:84][cH:85][cH:86][cH:87][cH:88]2)[cH:89][cH:90][cH:91][cH:92][cH:93]1>>[c:2]1([CH:28]=[CH2:29])[c:3]([C:4](=[O:5])[NH:6][CH:7]2[CH2:8][CH2:9][N:10]([C:13](=[O:14])[O:15][C:16]([CH3:17])([CH3:18])[CH3:19])[CH2:11][CH2:12]2)[cH:20][c:21]([N+:25](=[O:26])[O-:27])[c:22]([F:24])[cH:23]1. Reactants: C(CCC)=O (n-Butyraldehyde), C(COCCO)O (diethylene glycol). The reagents and catalysts are [Pd] (Pd/C). Run at temperature 200 celsius, time 2 hour. Product: C(CCC)=O.C(COCCO)O (n-Butyraldehyde Diethylene Glycol). As a reaction SMILES: [CH:1](=[O:5])[CH2:2][CH2:3][CH3:4].[CH2:6]([OH:12])[CH2:7][O:8][CH2:9][CH2:10][OH:11]>[Pd]>[CH:1](=[O:5])[CH2:2][CH2:3][CH3:4].[CH2:6]([OH:12])[CH2:7][O:8][CH2:9][CH2:10][OH:11] |f:3.4|. Procedure: n-Butyraldehyde (3.6 g, 4.5 ml; 0.05 mol), diethylene glycol (106.1 g, 55.8 ml; 1 mol), and 0.18 g of 10% Pd/C are charged to a 150 ml Parr reactor. The system is purged with nitrogen three times. Then 500 psi of hydrogen is charged, the reactor is heated to 200° C., and set 1000 psi of hydrogen. After 2 hrs at 200° C. and 1000 psi, GC analysis shows complete consumption of n-butyraldehyde and formation of 3,6-dioxa-1-decanol (n-butyl carbitol) (94.5%), n-butanol (3.4%) and 2,2′-dibutoxy ethyl e... The reactants are OCC(OCc1ccccc1)C1COC2(CCCCC2)O1, CCOCC, ClCCl, O=[Cr](=O)([O-])Cl, c1cc[nH+]cc1. The product is O=CC(OCc1ccccc1)C1COC2(CCCCC2)O1. As a reaction SMILES: [CH2:12]([c:13]1[cH:14][cH:15][cH:16][cH:17][cH:18]1)[O:19][CH:20]([CH2:21][OH:22])[CH:23]1[O:24][C:25]2([O:26][CH2:27]1)[CH2:28][CH2:29][CH2:30][CH2:31][CH2:32]2.[CH3:36][CH2:37][O:38][CH2:39][CH3:40].[Cl:33][CH2:34][Cl:35].[O:1]=[Cr:2]([Cl:3])([O-:4])=[O:5].[nH+:6]1[cH:7][cH:8][cH:9][cH:10][cH:11]1>>[CH2:12]([c:13]1[cH:14][cH:15][cH:16][cH:17][cH:18]1)[O:19][CH:20]([CH:21]=[O:22])[CH:23]1[O:24][C:25]2([O:26][CH2:27]1)[CH2:28][CH2:29][CH2:30][CH2:31][CH2:32]2. The reactants are BrC=1C(=C(C=O)C=CC1)F (3-bromo-2-fluoro-benzaldehyde), Cl.ClC1=C(C=C(C=C1)[C@@H](CC)N)C ((R)-1-(4-chloro-3-methyl-phenyl)-propylamine hydrochloride), N1CC(C1)C(=O)O (azetidine-3-carboxylic acid). Yields the product ClC1=C(C=C(C=C1)[C@@H](CC)NC=1C(=C(CN2CC(C2)C(=O)O)C=CC1)F)C (1-{3-[(R)-1-(4-Chloro-3-methyl-phenyl)-propylamino]-2-fluoro-benzyl}-azetidine-3-carboxylic acid). RXN SMILES: Br[C:2]1[C:3]([F:10])=[C:4]([CH:7]=[CH:8][CH:9]=1)[CH:5]=O.Cl.[Cl:12][C:13]1[CH:18]=[CH:17][C:16]([C@H:19]([NH2:22])[CH2:20][CH3:21])=[CH:15][C:14]=1[CH3:23].[NH:24]1[CH2:27][CH:26]([C:28]([OH:30])=[O:29])[CH2:25]1>>[Cl:12][C:13]1[CH:18]=[CH:17][C:16]([C@H:19]([NH:22][C:2]2[C:3]([F:10])=[C:4]([CH:7]=[CH:8][CH:9]=2)[CH2:5][N:24]2[CH2:27][CH:26]([C:28]([OH:30])=[O:29])[CH2:25]2)[CH2:20][CH3:21])=[CH:15][C:14]=1[CH3:23] |f:1.2|. Procedure: The title compound was prepared according to Scheme 3 following a procedure analogous to steps 3 to 6 of Example 21 using 3-bromo-2-fluoro-benzaldehyde in step 3, (R)-1-(4-chloro-3-methyl-phenyl)-propylamine hydrochloride in step 4 and azetidine-3-carboxylic acid in step 6. Starting materials: C1CCC2=NCCCN2CC1, CC(C)=O, CC(C)I, CCCCCC(O)CCC(OCC1CCC(=O)N1)c1ccc(C(=O)O)s1. The product is CCCCCC(O)CCC(OCC1CCC(=O)N1)c1ccc(C(=O)OC(C)C)s1. As a reaction SMILES: [CH2:1]1[CH2:2][CH2:3][C:4]2=[N:9][CH2:8][CH2:7][CH2:6][N:5]2[CH2:10][CH2:11]1.[CH3:42][C:43](=[O:44])[CH3:45].[I:12][CH:13]([CH3:14])[CH3:15].[OH:16][CH:17]([CH2:18][CH2:19][CH:20]([c:21]1[cH:22][cH:23][c:24]([C:26](=[O:27])[OH:28])[s:25]1)[O:29][CH2:30][CH:31]1[NH:32][C:33](=[O:36])[CH2:34][CH2:35]1)[CH2:37][CH2:38][CH2:39][CH2:40][CH3:41]>>[CH:13]([CH3:14])([CH3:15])[O:28][C:26]([c:24]1[cH:23][cH:22][c:21]([CH:20]([CH2:19][CH2:18][CH:17]([OH:16])[CH2:37][CH2:38][CH2:39][CH2:40][CH3:41])[O:29][CH2:30][CH:31]2[NH:32][C:33](=[O:36])[CH2:34][CH2:35]2)[s:25]1)=[O:27].